From a dataset of the Open Reaction Database (ORD), a public repository of structured organic reaction records. describe an organic reaction: reactants, conditions, products, and yield The reactants are CC1=C(C(=O)O)C(c2cccc([N+](=O)[O-])c2)NC(=S)N1, COc1ccc(CCl)cc1, C1CCOC1. Product: COc1ccc(CSC2=NC(c3cccc([N+](=O)[O-])c3)C(C(=O)O)=C(C)N2)cc1. As a reaction SMILES: [CH3:1][C:2]1=[C:3]([C:18](=[O:19])[OH:20])[CH:4]([c:9]2[cH:10][c:11]([N+:15](=[O:16])[O-:17])[cH:12][cH:13][cH:14]2)[NH:5][C:6](=[S:8])[NH:7]1.[CH3:21][O:22][c:23]1[cH:24][cH:25][c:26]([CH2:27][Cl:28])[cH:29][cH:30]1.[O:31]1[CH2:32][CH2:33][CH2:34][CH2:35]1>>[CH3:1][C:2]1=[C:3]([C:18](=[O:19])[OH:20])[CH:4]([c:9]2[cH:10][c:11]([N+:15](=[O:16])[O-:17])[cH:12][cH:13][cH:14]2)[N:5]=[C:6]([S:8][CH2:27][c:26]2[cH:25][cH:24][c:23]([O:22][CH3:21])[cH:30][cH:29]2)[NH:7]1. Starting materials: COC(=O)CN1CCOCC1 (methyl N-morpholinoacetate), Cl (HCl). The solvent is [OH-].[Na+].C1CCOC1 (NaOH THF). Product: N1(CCOCC1)CC(=O)O (morpholin-4-yl-acetic acid). Isolated yield 90.3%. Reaction SMILES: C[O:2][C:3]([CH2:5][N:6]1[CH2:11][CH2:10][O:9][CH2:8][CH2:7]1)=[O:4].Cl>[OH-].[Na+].C1COCC1>[N:6]1([CH2:5][C:3]([OH:4])=[O:2])[CH2:11][CH2:10][O:9][CH2:8][CH2:7]1 |f:2.3.4|. Procedure: A solution of methyl N-morpholinoacetate (0.85 g, 5.3 mmol) in 1:1 5N NaOH/THF (10 ml) was stirred at 50° C. for 1 h then neutralized to pH 3 with 6N HCl and concentrated. The yellowish solid was diluted with 1:1 MeOH/CH2Cl2 (25 ml), filtered to remove inorganic salts, and concentrated. The dilution, filtration and concentration were repeated to give morpholin-4-yl-acetic acid (695 mg, 90%) as a yellow solid. Reactants: CC(C)C[Al+]CC(C)C, COC(=O)CCc1conc1-c1ccc(F)c(Cl)c1, Cl, [H-], C1CCOC1. RXN SMILES: [CH2:21]([Al+:22][CH2:23][CH:24]([CH3:25])[CH3:26])[CH:27]([CH3:28])[CH3:29].[Cl:1][c:2]1[cH:3][c:4](-[c:9]2[n:10][o:11][cH:12][c:13]2[CH2:14][CH2:15][C:16](=[O:17])[O:18][CH3:19])[cH:5][cH:6][c:7]1[F:8].[ClH:30].[H-:20].[O:31]1[CH2:32][CH2:33][CH2:34][CH2:35]1>>[Cl:1][c:2]1[cH:3][c:4](-[c:9]2[n:10][o:11][cH:12][c:13]2[CH2:14][CH2:15][CH2:16][OH:17])[cH:5][cH:6][c:7]1[F:8]. The product is OCCCc1conc1-c1ccc(F)c(Cl)c1. Reactants: C([O-])([O-])=O.[Cs+].[Cs+] (Cesium carbonate), COC1=CC=C(C=C1)S(=O)(=O)N[C@H](CC(N)=O)C(=O)O (N-[4-methoxybenzenesulfonyl]-(D)-asparagine), CI (methyl iodide). Run in [Cl-].[NH4+] (ammonium chloride), CN(C=O)C (dimethylformamide). Run at time 8 hour. The product is COC([C@H](NS(=O)(=O)C1=CC=C(C=C1)OC)CC(N)=O)=O (N-[4-methoxybenzenesulfonyl]-(D)-asparagine methyl ester). As a reaction SMILES: [CH3:1][O:2][C:3]1[CH:8]=[CH:7][C:6]([S:9]([NH:12][C@@H:13]([C:18]([OH:20])=[O:19])[CH2:14][C:15](=[O:17])[NH2:16])(=[O:11])=[O:10])=[CH:5][CH:4]=1.[C:21](=O)([O-])[O-].[Cs+].[Cs+].CI>CN(C)C=O.[Cl-].[NH4+]>[CH3:21][O:19][C:18](=[O:20])[C@@H:13]([CH2:14][C:15](=[O:17])[NH2:16])[NH:12][S:9]([C:6]1[CH:7]=[CH:8][C:3]([O:2][CH3:1])=[CH:4][CH:5]=1)(=[O:11])=[O:10] |f:1.2.3,6.7|. Procedure: N-[4-methoxybenzenesulfonyl]-(D)-asparagine (10.1 g, 33.3 mmol) is dissolved in dimethylformamide (167.0 mL). Cesium carbonate (5.43 g, 16.66 mmol) is added, followed by the addition of methyl iodide (2.22 mL, 33.3 mmol), and the reaction is stirred overnight. The reaction is then diluted with saturated ammonium chloride (366.0 mL), and extracted well with ethyl acetate. The combined organic extracts are washed with brine, dried (Na2SO4), and the solvent is evaporated. The crude product is recry... The reactants are N[C@@H](C(=O)OCC)CC1CCCCC1 (ethyl (2R)-2-amino-3-cyclohexylpropionate), [BH4-].[Na+] (sodium borohydride), [BH4-] (borohydride). The solvent is C(C)O (ethanol). Run at time 30 minute. Yields the product N[C@@H](CO)CC1CCCCC1 ((2R)-2-amino-3-cyclohexyl-1-propanol). Yield: 105.5%. Reaction SMILES: [NH2:1][C@H:2]([CH2:8][CH:9]1[CH2:14][CH2:13][CH2:12][CH2:11][CH2:10]1)[C:3](OCC)=[O:4].[BH4-].[Na+].[BH4-]>C(O)C>[NH2:1][C@H:2]([CH2:8][CH:9]1[CH2:14][CH2:13][CH2:12][CH2:11][CH2:10]1)[CH2:3][OH:4] |f:1.2|. Procedure details: The process is performed as in Example 1, starting with 6.2 g of ethyl (2R)-2-amino-3-cyclohexylpropionate and 1.93 g of sodium borohydride in 120 cm3 of absolute ethanol at about 5° C. for 10 minutes. The medium is warmed to room temperature and stirred for a further 3 h 30 minutes. After cooling again to about 5° C. and addition of a further 40.94 g of borohydride, followed by stirring at a temperature in the region of 20° C. for 65 hours, the reaction medium is concentrated under reduced pres...